The task is: describe an organic reaction: reactants, conditions, products, and yield. This data is from the Open Reaction Database (ORD), a public repository of structured organic reaction records. Run in C(Cl)(Cl)Cl (chloroform), CN(C)C=O (DMF). Yields the product BrC=1C=CC(=C(C1)C1=NC2=NC=CN=C2C(=N1)Cl)F (2-(5-Bromo-2-fluorophenyl)-4-Chloropteridine). Procedure details: Thionyl chloride (371 mg, 3.11 mmol) was added to the stirred suspension of 2-(5-bromo-2-fluorophenyl)pteridin-4-one 104 (200 mg, 0.623 mmol) in chloroform (5 mL) and dry DMF (100 μL). The reaction mixture was refluxed under nitrogen for 1 h (starting material gone by HPLC). The solvent was removed in vacuo. Then the residue was triturated in Et2O and filtered off to give 210 mg of the title product 106 as a yellow solid (LCMS analysis). Isolated yield 99.3%. Starting materials: S(=O)(Cl)Cl (Thionyl chloride), BrC=1C=CC(=C(C1)C1=NC2=NC=CN=C2C(N1)=O)F (2-(5-bromo-2-fluorophenyl)pteridin-4-one). Reaction SMILES: S(Cl)([Cl:3])=O.[Br:5][C:6]1[CH:7]=[CH:8][C:9]([F:23])=[C:10]([C:12]2[NH:21][C:20](=O)[C:19]3[C:14](=[N:15][CH:16]=[CH:17][N:18]=3)[N:13]=2)[CH:11]=1>C(Cl)(Cl)Cl.CN(C=O)C>[Br:5][C:6]1[CH:7]=[CH:8][C:9]([F:23])=[C:10]([C:12]2[N:21]=[C:20]([Cl:3])[C:19]3[C:14](=[N:15][CH:16]=[CH:17][N:18]=3)[N:13]=2)[CH:11]=1.